Dataset: the Open Reaction Database (ORD), a public repository of structured organic reaction records. Task: describe an organic reaction: reactants, conditions, products, and yield Reactants: COC(=O)c1cc(-c2ccc(OC)c(Cl)c2)n[nH]c1=O, ClCC1CC1. The product is COC(=O)c1cc(-c2ccc(OC)c(Cl)c2)nn(CC2CC2)c1=O. As a reaction SMILES: [Cl:1][c:2]1[cH:3][c:4](-[c:10]2[cH:11][c:12]([C:17](=[O:18])[O:19][CH3:20])[c:13](=[O:16])[nH:14][n:15]2)[cH:5][cH:6][c:7]1[O:8][CH3:9].[Cl:21][CH2:22][CH:23]1[CH2:24][CH2:25]1>>[Cl:1][c:2]1[cH:3][c:4](-[c:10]2[cH:11][c:12]([C:17](=[O:18])[O:19][CH3:20])[c:13](=[O:16])[n:14]([CH2:22][CH:23]3[CH2:24][CH2:25]3)[n:15]2)[cH:5][cH:6][c:7]1[O:8][CH3:9]. Starting materials: C(C#C)N1C=CC2=CC(=CC=C12)CN1CCCC1 (1-prop-2-ynyl-5-pyrrolidin-1-ylmethyl-1H-indole), BrC1=NC=C(C=C1)Br (2,5-dibromo-pyridine). Reagents/catalysts: [Cu]I (CuI), Cl[Pd]([P](C1=CC=CC=C1)(C2=CC=CC=C2)C3=CC=CC=C3)([P](C4=CC=CC=C4)(C5=CC=CC=C5)C6=CC=CC=C6)Cl (Pd(PPh3)2Cl2). Run in C1CCOC1 (THF), C(C)(C)NC(C)C (diisopropylamine). Reaction conditions: time 17 hour. Product: BrC=1C=CC(=NC1)C#CCN1C=CC2=CC(=CC=C12)CN1CCCC1 (1-[3-(5-bromo-pyridin-2-yl)-prop-2-ynyl]-5-pyrrolidin-1-ylmethyl-1H-indole). RXN SMILES: [CH2:1]([N:4]1[C:12]2[C:7](=[CH:8][C:9]([CH2:13][N:14]3[CH2:18][CH2:17][CH2:16][CH2:15]3)=[CH:10][CH:11]=2)[CH:6]=[CH:5]1)[C:2]#[CH:3].Br[C:20]1[CH:25]=[CH:24][C:23]([Br:26])=[CH:22][N:21]=1>C1COCC1.C(NC(C)C)(C)C.[Cu]I.Cl[Pd](Cl)([P](C1C=CC=CC=1)(C1C=CC=CC=1)C1C=CC=CC=1)[P](C1C=CC=CC=1)(C1C=CC=CC=1)C1C=CC=CC=1>[Br:26][C:23]1[CH:24]=[CH:25][C:20]([C:3]#[C:2][CH2:1][N:4]2[C:12]3[C:7](=[CH:8][C:9]([CH2:13][N:14]4[CH2:15][CH2:16][CH2:17][CH2:18]4)=[CH:10][CH:11]=3)[CH:6]=[CH:5]2)=[N:21][CH:22]=1 |^1:43,62|. Procedure details: Under an argon atmosphere 5 mg (0.03 mmol) CuI and 18 mg (0.03 mmol) Pd(PPh3)2Cl2 are added to a solution of 337 mg (1.41 mmol) 1-prop-2-ynyl-5-pyrrolidin-1-ylmethyl-1H-indole and 345 mg (1.41 mmol) 2,5-dibromo-pyridine in 50 mL THF and 0.4 mL diisopropylamine and the reaction mixture is stirred for 17 h at RT. The mixture is evaporated down i. vac., the residue is taken up in 30 mL EtOAc, the organic phase is washed with 30 mL water and 30 mL saturated NaCl solution and dried over Na2SO4. After...